Dataset: the Open Reaction Database (ORD), a public repository of structured organic reaction records. Task: describe an organic reaction: reactants, conditions, products, and yield Reactants: C=C1CC(=O)O1 (diketene), N(=NC(C#N)(C)C)C(C#N)(C)C (azobisisobutyronitrile), C1(=CC=CC=C1)PC1=CC=CC=C1 (diphenylphosphine). Conditions: temperature 85 celsius. The product is O=C1OC(C1)CP(C1=CC=CC=C1)C1=CC=CC=C1 ((2-oxo-4-oxetanylmethyl)-diphenylphosphine). As a reaction SMILES: [CH2:1]=[C:2]1[O:6][C:4](=[O:5])[CH2:3]1.N(C(C)(C)C#N)=NC(C)(C)C#N.[C:19]1([PH:25][C:26]2[CH:31]=[CH:30][CH:29]=[CH:28][CH:27]=2)[CH:24]=[CH:23][CH:22]=[CH:21][CH:20]=1>>[O:5]=[C:4]1[CH2:3][CH:2]([CH2:1][P:25]([C:26]2[CH:27]=[CH:28][CH:29]=[CH:30][CH:31]=2)[C:19]2[CH:24]=[CH:23][CH:22]=[CH:21][CH:20]=2)[O:6]1. Procedure: A mixture of 2.1 parts of diketene and 0.4 parts of azobisisobutyronitrile were added dropwise over 15 minutes to 18.6 parts of diphenylphosphine which was stirred and heated at 85° C. in a nitrogen atmosphere. After the addition, the reaction mixture was heated for a further 5 minutes at 85° C., then cooled to room temperature. The excess diphenylphosphine and volatile impurities were removed by distillation on a wiped wall still at a wall temperature of 85° C. and a pressure of 0.04 mb, then t... The reactants are C(C)(C)(C)OC(=O)NC1=NC=C(C=N1)C1=NC(=C2N=CN(C2=N1)CCC(=O)O)N1CCOCC1 (3-(2-(2-(Tert-butoxycarbonylamino)pyrimidin-5-yl)-6-morpholino-9H-purin-9-yl)propanoic acid), CNC(=O)C1CCNCC1 (N-methylpiperidine-4-carboxamide). The product is NC1=NC=C(C=N1)C1=NC(=C2N=CN(C2=N1)CCC(=O)N1CCC(CC1)C(=O)NC)N1CCOCC1 (1-(3-(2-(2-aminopyrimidin-5-yl)-6-morpholino-9H-purin-9-yl)propanoyl)-N-methylpiperidine-4-carboxamide). Reaction SMILES: C(OC([NH:8][C:9]1[N:14]=[CH:13][C:12]([C:15]2[N:23]=[C:22]3[C:18]([N:19]=[CH:20][N:21]3[CH2:24][CH2:25][C:26](O)=[O:27])=[C:17]([N:29]3[CH2:34][CH2:33][O:32][CH2:31][CH2:30]3)[N:16]=2)=[CH:11][N:10]=1)=O)(C)(C)C.[CH3:35][NH:36][C:37]([CH:39]1[CH2:44][CH2:43][NH:42][CH2:41][CH2:40]1)=[O:38]>>[NH2:8][C:9]1[N:10]=[CH:11][C:12]([C:15]2[N:23]=[C:22]3[C:18]([N:19]=[CH:20][N:21]3[CH2:24][CH2:25][C:26]([N:42]3[CH2:43][CH2:44][CH:39]([C:37]([NH:36][CH3:35])=[O:38])[CH2:40][CH2:41]3)=[O:27])=[C:17]([N:29]3[CH2:34][CH2:33][O:32][CH2:31][CH2:30]3)[N:16]=2)=[CH:13][N:14]=1. Reported procedure: 3-(2-(2-(Tert-butoxycarbonylamino)pyrimidin-5-yl)-6-morpholino-9H-purin-9-yl)propanoic acid (50 mg) was reacted with N-methylpiperidine-4-carboxamide via General Procedure F followed by Boc deprotection via General Procedure E to give 10.9 mg 111 as white solid following reverse phase purification. MS (Q1) 495.3 (M)+ Starting materials: O=C([O-])[O-], COC(=O)Cc1cc(C)c(O)c(Cl)c1, CS(C)=O, CC(C)c1cc(Cl)nnc1Cl, Cl, [Cu]I, [K+], [K+]. As a reaction SMILES: [C:26](=[O:27])([O-:28])[O-:29].[CH3:1][O:2][C:3]([CH2:4][c:5]1[cH:6][c:7]([Cl:13])[c:8]([OH:12])[c:9]([CH3:11])[cH:10]1)=[O:14].[CH3:33][S:34](=[O:35])[CH3:36].[Cl:15][c:16]1[n:17][n:18][c:19]([Cl:25])[cH:20][c:21]1[CH:22]([CH3:23])[CH3:24].[ClH:32].[Cu:37][I:38].[K+:30].[K+:31]>>[CH3:1][O:2][C:3]([CH2:4][c:5]1[cH:6][c:7]([Cl:13])[c:8]([O:12][c:19]2[n:18][n:17][c:16]([Cl:15])[c:21]([CH:22]([CH3:23])[CH3:24])[cH:20]2)[c:9]([CH3:11])[cH:10]1)=[O:14]. Yields the product COC(=O)Cc1cc(C)c(Oc2cc(C(C)C)c(Cl)nn2)c(Cl)c1. Starting materials: FC=1C=C(C=CC1OC1=C2C(=NC=C1)N(C=C2CCO)S(=O)(=O)C2=CC=C(C=C2)C)NC(C)=O (N-[3-fluoro-4-({3-(2-hydroxyethyl)-1-[(4-methylphenyl)sulfonyl]-1H-pyrrolo-[2,3-b]pyridin-4-yl}oxy)phenyl]acetamide), [OH-].[Na+] (sodium hydroxide). Solvent: C(C)O (ethanol). Conditions: temperature 90 celsius, time 8 hour. The product is NC1=CC(=C(OC2=C3C(=NC=C2)NC=C3CCO)C=C1)F (2-[4-(4-Amino-2-fluorophenoxy)-1H-pyrrolo[2,3-b]pyridin-3-yl]ethanol). Reaction SMILES: [F:1][C:2]1[CH:3]=[C:4]([NH:31]C(=O)C)[CH:5]=[CH:6][C:7]=1[O:8][C:9]1[CH:14]=[CH:13][N:12]=[C:11]2[N:15](S(C3C=CC(C)=CC=3)(=O)=O)[CH:16]=[C:17]([CH2:18][CH2:19][OH:20])[C:10]=12.[OH-].[Na+]>C(O)C>[NH2:31][C:4]1[CH:5]=[CH:6][C:7]([O:8][C:9]2[CH:14]=[CH:13][N:12]=[C:11]3[NH:15][CH:16]=[C:17]([CH2:18][CH2:19][OH:20])[C:10]=23)=[C:2]([F:1])[CH:3]=1 |f:1.2|. Reported procedure: 470 mg (0.97 mmol) of N-[3-fluoro-4-({3-(2-hydroxyethyl)-1-[(4-methylphenyl)sulfonyl]-1H-pyrrolo-[2,3-b]pyridin-4-yl}oxy)phenyl]acetamide are dissolved in 25 ml of ethanol. 10 ml of 20% strength aqueous sodium hydroxide solution are added, and the reaction mixture is stirred at 90° C. overnight. Most of the solvent is removed under reduced pressure, the residue is taken up in ethyl acetate and partitioned between ethyl acetate and 1N aqueous sodium hydroxide solution and extracted. The organic p... The reactants are O=C1C2=C(N=CN1)C(=CN2)C2CCN(CC2)C(=O)OC(C)(C)C (tert-Butyl 4-(4-oxo-4,5-dihydro-3H-pyrrolo[3,2-d]pyrimidin-7-yl)piperidine-1-carboxylate), P(=O)(Cl)(Cl)Cl (phosphorus oxychloride), C(=O)(OC(C)(C)C)OC(=O)OC(C)(C)C (di-tert-butyl dicarbonate). Solvent: O (water). Run at temperature 100 celsius, time 5 hour. The product is ClC=1C2=C(N=CN1)C(=CN2)C2CCN(CC2)C(=O)OC(C)(C)C (tert-butyl 4-(4-chloro-5H-pyrrolo[3,2-d]pyrimidin-7-yl)piperidine-1-carboxylate). Isolated yield 43.1%. RXN SMILES: O=[C:2]1[NH:7][CH:6]=[N:5][C:4]2[C:8]([CH:11]3[CH2:16][CH2:15][N:14]([C:17]([O:19][C:20]([CH3:23])([CH3:22])[CH3:21])=[O:18])[CH2:13][CH2:12]3)=[CH:9][NH:10][C:3]1=2.C(OC(OC(C)(C)C)=O)(OC(C)(C)C)=O.P(Cl)(Cl)([Cl:41])=O>O>[Cl:41][C:2]1[C:3]2[NH:10][CH:9]=[C:8]([CH:11]3[CH2:16][CH2:15][N:14]([C:17]([O:19][C:20]([CH3:23])([CH3:22])[CH3:21])=[O:18])[CH2:13][CH2:12]3)[C:4]=2[N:5]=[CH:6][N:7]=1. Procedure: tert-Butyl 4-(4-oxo-4,5-dihydro-3H-pyrrolo[3,2-d]pyrimidin-7-yl)piperidine-1-carboxylate (466 mg, 1.38 mmol) was dissolved in phosphorus oxychloride (2 mL) and stirred at 100° C. for 5 hours. The reaction liquid was concentrated under a reduced pressure, a 2 N aqueous sodium hydroxide solution (pH=14) was added, and then di-tert-butyl dicarbonate (602 mg, 2.76 mmol) was added to the aqueous solution, followed by stirring at room temperature for 2 hours. The reaction liquid was diluted with water... Reactants: FC=1C=C(C=CC1I)N1C(O[C@H](C1)CN1N=NC(=C1)C)=O ((5R)-3-(3-Fluoro-4-iodophenyl)-5-[(4-methyl-1H-1,2,3-triazol-1-yl)methyl]-1,3-oxazolidin-2-one), C[Sn](C=1C=CC(=NC1)C1=NOC(C1)CO)(C)C ({3-[5-(trimethylstannyl)pyridin-2-yl)-4,5-dihydroisoxazol-5-yl}methanol), O1C(=CC=C1)P(C=1OC=CC1)C=1OC=CC1 (tri-2-furylphosphine). The reagents and catalysts are C1=CC=C(C=C1)/C=C/C(=O)/C=C/C2=CC=CC=C2.C1=CC=C(C=C1)/C=C/C(=O)/C=C/C2=CC=CC=C2.C1=CC=C(C=C1)/C=C/C(=O)/C=C/C2=CC=CC=C2.C(Cl)(Cl)Cl.[Pd].[Pd] (tris(dibenzylideneacetone) dipalladium (0)-chloroform adduct). Conditions: temperature 90 celsius. Product: FC=1C=C(C=CC1C=1C=CC(=NC1)C1=NOC(C1)CO)N1C(O[C@H](C1)CN1N=NC(=C1)C)=O ((5R)-3-(3-Fluoro-4-{2-[5-(hydroxymethyl)-4,5-dihydroisoxazol-3-yl]pyrid-5-yl}phenyl)-5-[(4-methyl-1H-1,2,3-triazol-1-yl)methyl]-1,3-oxazolidin-2-one). Yield: 26.4%. Reaction SMILES: [F:1][C:2]1[CH:3]=[C:4]([N:9]2[CH2:13][C@H:12]([CH2:14][N:15]3[CH:19]=[C:18]([CH3:20])[N:17]=[N:16]3)[O:11][C:10]2=[O:21])[CH:5]=[CH:6][C:7]=1I.C[Sn](C)(C)[C:24]1[CH:25]=[CH:26][C:27]([C:30]2[CH2:34][CH:33]([CH2:35][OH:36])[O:32][N:31]=2)=[N:28][CH:29]=1.O1C=CC=C1P(C1OC=CC=1)C1OC=CC=1>C1C=CC(/C=C/C(/C=C/C2C=CC=CC=2)=O)=CC=1.C1C=CC(/C=C/C(/C=C/C2C=CC=CC=2)=O)=CC=1.C1C=CC(/C=C/C(/C=C/C2C=CC=CC=2)=O)=CC=1.C(Cl)(Cl)Cl.[Pd].[Pd]>[F:1][C:2]1[CH:3]=[C:4]([N:9]2[CH2:13][C@H:12]([CH2:14][N:15]3[CH:19]=[C:18]([CH3:20])[N:17]=[N:16]3)[O:11][C:10]2=[O:21])[CH:5]=[CH:6][C:7]=1[C:24]1[CH:25]=[CH:26][C:27]([C:30]2[CH2:34][CH:33]([CH2:35][OH:36])[O:32][N:31]=2)=[N:28][CH:29]=1 |f:3.4.5.6.7.8|. Reported procedure: (5R)-3-(3-Fluoro-4-iodophenyl)-5-[(4-methyl-1H-1,2,3-triazol-1-yl)methyl]-1,3-oxazolidin-2-one (236 mg, 0.58 mM), {3-[5-(trimethylstannyl)pyridin-2-yl)-4,5-dihydroisoxazol-5-yl}methanol (200 mg, 0.58 mM), tris(dibenzylideneacetone) dipalladium (0)-chloroform adduct (60 mg, 0.058 mM) and tri-2-furylphosphine (27 mg, 0.116 mM) were placed in a flask. The solids were degassed and placed under nitrogen. Anhydrous dioxane (5 ml) was added and the suspension was heated at 90° C. for 5 hours. The react... The reactants are C=CC(O)CO, COC(C)(C)OC, CC(C)=O, Cc1ccc(S(=O)(=O)O)cc1, c1ccccc1. Yields the product C=CC1COC(C)(C)O1. RXN SMILES: [CH2:1]([CH:2]([CH:3]=[CH2:4])[OH:5])[OH:6].[CH3:11][O:12][C:13]([O:14][CH3:15])([CH3:16])[CH3:17].[CH3:7][C:8]([CH3:9])=[O:10].[c:18]1([CH3:19])[cH:20][cH:21][c:22]([S:23]([OH:24])(=[O:25])=[O:26])[cH:27][cH:28]1.[cH:29]1[cH:30][cH:31][cH:32][cH:33][cH:34]1>>[CH2:1]1[CH:2]([CH:3]=[CH2:4])[O:5][C:8]([CH3:7])([CH3:9])[O:6]1. Yields the product CC1=C(C(=O)NC2=CC=C3C=CC=NC3=C2)C=CC(=N1)C1=CC=CC=C1 (2-Methyl-6-phenyl-N-quinolin-7-yl-nicotinamide). Reported procedure: Using the procedure outlined in Example 56, the title compound was prepared from 7-aminoquinoline (D55) (28 mg, 0.9 mmol) and 2-methyl-6-phenylnicotinic acid (D23) (50 mg, 0.24 mmol) as a yellow solid. MS(ES): MH+ 340, M-H+ 338 Reactants: NC1=CC=C2C=CC=NC2=C1 (7-aminoquinoline), CC1=C(C(=O)O)C=CC(=N1)C1=CC=CC=C1 (2-methyl-6-phenylnicotinic acid). RXN SMILES: [NH2:1][C:2]1[CH:11]=[C:10]2[C:5]([CH:6]=[CH:7][CH:8]=[N:9]2)=[CH:4][CH:3]=1.[CH3:12][C:13]1[N:21]=[C:20]([C:22]2[CH:27]=[CH:26][CH:25]=[CH:24][CH:23]=2)[CH:19]=[CH:18][C:14]=1[C:15](O)=[O:16]>>[CH3:12][C:13]1[N:21]=[C:20]([C:22]2[CH:27]=[CH:26][CH:25]=[CH:24][CH:23]=2)[CH:19]=[CH:18][C:14]=1[C:15]([NH:1][C:2]1[CH:11]=[C:10]2[C:5]([CH:6]=[CH:7][CH:8]=[N:9]2)=[CH:4][CH:3]=1)=[O:16].